Task: describe an organic reaction: reactants, conditions, products, and yield. Dataset: the Open Reaction Database (ORD), a public repository of structured organic reaction records Reactants: NC=1C=C(C=CC(=O)OC)C=CC1 (methyl 3-aminocinnamate), C(=O)O (formic acid). Run in O (water). Product: C(=O)NC=1C=C(C=CC(=O)OC)C=CC1 (methyl 3-formamidocinnamate). Reaction SMILES: [NH2:1][C:2]1[CH:3]=[C:4]([CH:11]=[CH:12][CH:13]=1)[CH:5]=[CH:6][C:7]([O:9][CH3:10])=[O:8].[CH:14](O)=[O:15]>O>[CH:14]([NH:1][C:2]1[CH:3]=[C:4]([CH:11]=[CH:12][CH:13]=1)[CH:5]=[CH:6][C:7]([O:9][CH3:10])=[O:8])=[O:15]. Reported procedure: 193 g of methyl 3-aminocinnamate and 900 ml of formic acid were mixed and heated under reflux for 2 hours. The reaction solution was poured into water and the crystals (methyl 3-formamidocinnamate) obtained were collected by filtration. Yield: 127 g. Starting materials: C(C)(=O)Cl (acetyl chloride), C(C)(=O)OC(C)C (isopropyl acetate), [Cl-].[Al+3].[Cl-].[Cl-] (Aluminum chloride), C(C)C=1C=C2CC(CC2=CC1)NC(C(F)(F)F)=O (N-(5-ethyl-2,3-dihydro-1H-inden-2-yl)-2,2,2-trifluoroacetamide). Run in Cl (HCl). Conditions: temperature 0 celsius, time 5 minute. Product: C(C)(=O)C=1C=C2CC(CC2=CC1CC)NC(C(F)(F)F)=O (N-(5-acetyl-6-ethyl-2,3-dihydro-1H-inden-2-yl)-2,2,2-trifluoroacetamide). Yield: 94.4%. As a reaction SMILES: [C:1](Cl)(=[O:3])[CH3:2].[Cl-].[Al+3].[Cl-].[Cl-].[CH2:9]([C:11]1[CH:12]=[C:13]2[C:17](=[CH:18][CH:19]=1)[CH2:16][CH:15]([NH:20][C:21](=[O:26])[C:22]([F:25])([F:24])[F:23])[CH2:14]2)[CH3:10].C(OC(C)C)(=O)C>Cl>[C:1]([C:19]1[CH:18]=[C:17]2[C:13](=[CH:12][C:11]=1[CH2:9][CH3:10])[CH2:14][CH:15]([NH:20][C:21](=[O:26])[C:22]([F:24])([F:23])[F:25])[CH2:16]2)(=[O:3])[CH3:2] |f:1.2.3.4|. Reported procedure: A 250 mL, 4-necked, round-bottomed flask, equipped with a mechanical stirrer, digital thermometer, cooling bath, and nitrogen inlet-outlet, was charged with acetyl chloride (37.68 g, 480 mmol) and cooled to 0±5° C. Aluminum chloride (13.33 g, 100 mmol) was added in 4×3.33 g portions at 0±5° C. while maintaining the temperature below 15° C. The resulting solution was cooled to 0±5° C. and stirred for 5 minutes. N-(5-ethyl-2,3-dihydro-1H-inden-2-yl)-2,2,2-trifluoroacetamide (10.29 g, 40 mmol) was ... Starting materials: O(C1=CC=CC=C1)C1=CC=C(OC2=C(C=NC=C2)C=2C=C(N)C=CC2)C=C1 (3-(4-(4-phenoxyphenoxy)pyridin-3-yl)aniline), C(\C=C\C)(=O)O ((E)-but-2-enoic acid). Product: O(C1=CC=CC=C1)C1=CC=C(OC2=C(C=NC=C2)C=2C=C(C=CC2)NC(\C=C\C)=O)C=C1 ((E)-N-(3-(4-(4-phenoxyphenoxy)pyridin-3-yl)phenyl)but-2-enamide). Yield: 56.0%. Reaction SMILES: [O:1]([C:8]1[CH:27]=[CH:26][C:11]([O:12][C:13]2[CH:18]=[CH:17][N:16]=[CH:15][C:14]=2[C:19]2[CH:20]=[C:21]([CH:23]=[CH:24][CH:25]=2)[NH2:22])=[CH:10][CH:9]=1)[C:2]1[CH:7]=[CH:6][CH:5]=[CH:4][CH:3]=1.[C:28](O)(=[O:32])/[CH:29]=[CH:30]/[CH3:31]>>[O:1]([C:8]1[CH:9]=[CH:10][C:11]([O:12][C:13]2[CH:18]=[CH:17][N:16]=[CH:15][C:14]=2[C:19]2[CH:20]=[C:21]([NH:22][C:28](=[O:32])/[CH:29]=[CH:30]/[CH3:31])[CH:23]=[CH:24][CH:25]=2)=[CH:26][CH:27]=1)[C:2]1[CH:7]=[CH:6][CH:5]=[CH:4][CH:3]=1. Procedure details: (E)-N-(3-(4-(4-phenoxyphenoxy)pyridin-3-yl)phenyl)but-2-enamide was prepared from 3-(4-(4-phenoxyphenoxy)pyridin-3-yl)aniline and (E)-but-2-enoic acid using Method E (56% yield). HPLC: 98%, RT=4.292 min. MS: m/z=423 [M+H]+, RT=4.28 min. 1H-NMR (DMSO-d6) δ 9.91 (s, 1H), 8.52 (s, 1H), 8.43 (d, 1H), 7.92 (s, 1H), 7.68 (d, 1H), 7.40-7.37 (m, 3H), 7.30 (d, 1H), 7.18-7.12 (m, 3H), 7.08 (d, 2H), 7.02 (d, 2H), 6.83-6.76 (m, 2H), 6.14 (d, 1H), 1.86 (d, 3H). The reactants are CC(C)(O)C#Cc1ncc(Cl)cc1[N+](=O)[O-], [K+], O=[Mn](=O)(=O)[O-], [Na+], [OH-], O. Yields the product O=C(O)c1ncc(Cl)cc1[N+](=O)[O-]. RXN SMILES: [Cl:1][c:2]1[cH:3][c:4]([N+:14](=[O:15])[O-:16])[c:5]([C:8]#[C:9][C:10]([CH3:11])([OH:12])[CH3:13])[n:6][cH:7]1.[K+:22].[Mn:17](=[O:18])([O-:19])(=[O:20])=[O:21].[Na+:24].[OH-:23].[OH2:25]>>[Cl:1][c:2]1[cH:3][c:4]([N+:14](=[O:15])[O-:16])[c:5]([C:8]([OH:18])=[O:23])[n:6][cH:7]1.